This data is from the Open Reaction Database (ORD), a public repository of structured organic reaction records. The task is: describe an organic reaction: reactants, conditions, products, and yield Reactants: C([C@](O)(C)C1=CC=CC=C1)(=O)O ((S)-atrolactic acid), CO (methanol), S(=O)(Cl)Cl (thionyl chloride). Reaction conditions: time 1 hour. Yields the product C([C@](O)(C)C1=CC=CC=C1)(=O)OC (methyl (S)-atrolactate). RXN SMILES: [C:1]([OH:12])(=[O:11])[C@@:2]([C:5]1[CH:10]=[CH:9][CH:8]=[CH:7][CH:6]=1)([CH3:4])[OH:3].S(Cl)(Cl)=O.[CH3:17]O>>[C:1]([O:12][CH3:17])(=[O:11])[C@@:2]([C:5]1[CH:6]=[CH:7][CH:8]=[CH:9][CH:10]=1)([CH3:4])[OH:3]. Procedure details: A solution of 1.0 g (6.0 mmol) of (S)-atrolactic acid in 7 mL of methanol was cooled in an ice-water bath and stirred while 0.70 mL (1.15 g, 9.6 mmol) of thionyl chloride was added dropwise. The resulting mixture was stirred at room temperature for one hour, then concentrated under reduced pressure to give 1.1 g of methyl (S)-atrolactate, nD 25 1.5096. Yield: 5.0%. Procedure details: To a solution obtained by dissolving 76 g of diisopropylamine in 750 ml of tetrahydrofuran, 350 ml of n-butyllithium was added at low temperatures (-10°~-40° C.), and 91 g of diethylisopropylidene succinate obtained in Reference Example 1 (4) and 81 g of 3-acetyl-5-methoxy-1,2-dimethylindole were added dropwise thereto in 30 minutes with stirring. After reacting for further 8 hours with stirring, the reaction solution was made acidic by pouring 1050 ml of 10% HCl thereinto, followed by extractio... Reaction SMILES: [CH:1](NC(C)C)(C)C.[C:8]1(=O)[O:21][C:14](C)([CH:15]([CH2:18][CH3:19])CC)[O:13][C:11](=[O:12])[CH2:10][CH2:9]1.C([C:26]1[C:34]2[C:29](=[CH:30][CH:31]=[C:32]([O:35][CH3:36])[CH:33]=2)[N:28]([CH3:37])[C:27]=1[CH3:38])(=O)C.Cl>O1CCCC1.C([Li])CCC.C(Cl)(Cl)Cl>[CH3:37][N:28]1[C:29]2[C:34](=[CH:33][C:32]([O:35][CH3:36])=[CH:31][CH:30]=2)[C:26](/[C:18](=[C:15]2/[C:14]([O:13][C:11](=[O:12])[C:10]/2=[C:9]([CH3:8])[CH3:1])=[O:21])/[CH3:19])=[C:27]1[CH3:38]. Yields the product CN1C(=C(C2=CC(=CC=C12)OC)\C(\C)=C/1\C(=O)OC(C1=C(C)C)=O)C (2-[(E)-1-(1,2-dimethyl-5-methoxy-3-indolyl)ethylidene]-3-isopropylidene succinic anhydride). Solvent: C(Cl)(Cl)Cl (chloroform), O1CCCC1 (tetrahydrofuran), C(CCC)[Li] (n-butyllithium). Starting materials: C1(CCC(=O)OC(C(CC)CC)(C)O1)=O (diethylisopropylidene succinate), C(C)(=O)C1=C(N(C2=CC=C(C=C12)OC)C)C (3-acetyl-5-methoxy-1,2-dimethylindole), Cl (HCl), C(C)(C)NC(C)C (diisopropylamine), Example 1 ( 4 ), Cl (HCl). Reaction conditions: time 30 minute. As a reaction SMILES: [O:1]=[C:2]([CH2:8][CH2:9][CH2:10][CH2:11][CH2:12][CH3:13])[CH2:3][CH2:4][C:5]([OH:7])=[O:6].[CH3:14][C:15](=[CH:17][CH2:18][CH2:19]/[C:20](=[CH:22]/[CH2:23]O)/[CH3:21])[CH3:16].C1(N=C=NC2CCCCC2)CCCCC1.N1(C2C=CN=CC=2)CCCC1>ClCCl>[CH3:21][C:20]([CH2:19][CH2:18][CH:17]=[C:15]([CH3:16])[CH3:14])=[CH:22][CH2:23][O:6][C:5](=[O:7])[CH2:4][CH2:3][C:2](=[O:1])[CH2:8][CH2:9][CH2:10][CH2:11][CH2:12][CH3:13]. The solvent is ClCCl (dichloromethane). Procedure details: A solution of 5.2 g 4-oxo-decanoic acid, 13.5 g geraniol, 17.5 g N,N′-dicyclohexyl-carbodiimide and 1.0 g 4-pyrrolidinopyridine in 250 ml of dichloromethane was stirred for 24 hours at room temperature. The precipitate was filtered off, the filtrate was diluted with ether, washed with aqueous hydrochloric acid, saturated NaHCO3 and brine. The organic phase was dried, filtered and evaporated to dryness. The resulting oil-cristall mixture was purified by chromatography to yield 19.7 g of a colourl... The product is CC(=CCOC(CCC(CCCCCC)=O)=O)CCC=C(C)C (4-Oxo-decanoic acid 3,7-dimethyl-oct-2,6-dienyl ester). Reactants: O=C(CCC(=O)O)CCCCCC (4-oxo-decanoic acid), CC(C)=CCC\C(\C)=C\CO (geraniol), C1(CCCCC1)N=C=NC1CCCCC1 (N,N′-dicyclohexyl-carbodiimide), N1(CCCC1)C1=CC=NC=C1 (4-pyrrolidinopyridine). Isolated yield 218.8%. Run at time 8 hour. Reaction SMILES: C([N:8]1[CH2:13][CH2:12][C:11](=O)[CH2:10][CH2:9]1)C1C=CC=CC=1.[C:15]([NH2:19])([CH3:18])([CH3:17])[CH3:16]>C1(C)C=CC=CC=1.Cl[Ti](Cl)(Cl)Cl>[C:15]([NH:19][CH:11]1[CH2:10][CH2:9][NH:8][CH2:13][CH2:12]1)([CH3:18])([CH3:17])[CH3:16]. Yields the product C(C)(C)(C)NC1CCNCC1 (tert-butyl-piperidin-4-yl-amine). The solvent is C1(=CC=CC=C1)C (toluene), C1(=CC=CC=C1)C (toluene). Reactants: C(C1=CC=CC=C1)N1CCC(CC1)=O (1-benzyl-piperidin-4-one), C(C)(C)(C)N (tert-butylamine). Reported procedure: Under an argon atmosphere a solution of 8.6 mL (78 mmol) TiCl4 in 100 mL toluene was added dropwise to a solution, cooled to 0° C., of 24.1 mL (130 mmol) 1-benzyl-piperidin-4-one and 55 mL (519 mmol) of tert-butylamine in 200 mL toluene in such a way that the internal temperature did not exceed 15° C. The reaction mixture was stirred overnight at RT, the precipitate formed was suction filtered and the solution remaining after the addition of 65 mg of platinum oxide was hydrogenated until the the... Reagents/catalysts: Cl[Ti](Cl)(Cl)Cl (TiCl4). The reactants are ClC1NCCN(C1)C1CCC1.C(C)(=O)N (2-chloro-(4-cyclobutyl-piperazine) acetamide), C(=O)([O-])[O-].[K+].[K+] (K2CO3), [Na+].[I-] (NaI), Cl.BrC=1C=C2CCNC(C2=CC1)C1=C(C=CC=C1)Cl (6-bromo-1-(2-chloro-phenyl)-1,2,3,4-tetrahydroisoquinoline HCl salt). The solvent is C(C)#N (acetonitrile), O (Water). Conditions: time 8 hour. Yields the product BrC=1C=C2CCN(C(C2=CC1)C1=C(C=CC=C1)Cl)CC(=O)N1CCN(CC1)C1CCC1 (2-[6-bromo-1-(2-chloro-phenyl)-3,4-dihydro-1H-isoquinolin-2-yl]-1-(4-cyclobutyl-piperazin-1-yl)-ethanone). Reaction SMILES: Cl.[Br:2][C:3]1[CH:4]=[C:5]2[C:10](=[CH:11][CH:12]=1)[CH:9]([C:13]1[CH:18]=[CH:17][CH:16]=[CH:15][C:14]=1[Cl:19])[NH:8][CH2:7][CH2:6]2.Cl[CH:21]1[CH2:26][N:25]([CH:27]2[CH2:30][CH2:29][CH2:28]2)[CH2:24][CH2:23][NH:22]1.[C:31](N)(=[O:33])[CH3:32].C([O-])([O-])=O.[K+].[K+].[Na+].[I-]>C(#N)C.O>[Br:2][C:3]1[CH:4]=[C:5]2[C:10](=[CH:11][CH:12]=1)[CH:9]([C:13]1[CH:18]=[CH:17][CH:16]=[CH:15][C:14]=1[Cl:19])[N:8]([CH2:32][C:31]([N:22]1[CH2:23][CH2:24][N:25]([CH:27]3[CH2:30][CH2:29][CH2:28]3)[CH2:26][CH2:21]1)=[O:33])[CH2:7][CH2:6]2 |f:0.1,2.3,4.5.6,7.8|. Reported procedure: To a stirred suspension of 6-bromo-1-(2-chloro-phenyl)-1,2,3,4-tetrahydroisoquinoline HCl salt (400 mg, 1.11 mmol) in acetonitrile (10.0 ml) is added 2-chloro-(4-cyclobutyl-piperazine)-acetamide (241 mg, 1.11 mmol, 1.0 eq.), K2CO3 (306 mg, 2.22 mmol, 2.0 eq.), and NaI (50 mg). The resulting mixture is stirred at rt overnight. Water (10.0 ml) is added to quench the reaction, and the acetonitrile is evaporated. The residue is extracted with DCM (10 ml×3), and the combined extracts are dried over s... Reactants: C(C1=CC=CC=C1)OC=1C=CC(=C(OC(CCC(=O)OCC)C2=C(C=CC=C2)C)C1)C=O (ethyl (RS)-4-(5-benzyloxy-2-formylphenoxy)-4-(2-methylphenyl)butanoate), O (water), [H-].[Na+] (sodium hydride), C(C)OP(=O)(OCC)CC(=O)OC (methyl (diethylphosphono)acetate). Solvent: O1CCCC1 (tetrahydrofuran), O1CCCC1 (tetrahydrofuran). Run at time 15 minute. The product is CC1=C(C=CC=C1)C(CCC(=O)OCC)OC1=C(C=CC(=C1)OCC1=CC=CC=C1)\C=C\C(=O)OC (ethyl (E)-(RS)-4-(2-methylphenyl)-4-[2-(2-methoxycarbonylethenyl)-5-benzyloxyphenoxy]butanoate). RXN SMILES: [H-].[Na+].C(OP([CH2:11][C:12]([O:14][CH3:15])=[O:13])(OCC)=O)C.[CH2:16]([O:23][C:24]1[CH:25]=[CH:26][C:27]([CH:46]=O)=[C:28]([CH:45]=1)[O:29][CH:30]([C:38]1[CH:43]=[CH:42][CH:41]=[CH:40][C:39]=1[CH3:44])[CH2:31][CH2:32][C:33]([O:35][CH2:36][CH3:37])=[O:34])[C:17]1[CH:22]=[CH:21][CH:20]=[CH:19][CH:18]=1.O>O1CCCC1>[CH3:44][C:39]1[CH:40]=[CH:41][CH:42]=[CH:43][C:38]=1[CH:30]([O:29][C:28]1[CH:45]=[C:24]([O:23][CH2:16][C:17]2[CH:22]=[CH:21][CH:20]=[CH:19][CH:18]=2)[CH:25]=[CH:26][C:27]=1/[CH:46]=[CH:11]/[C:12]([O:14][CH3:15])=[O:13])[CH2:31][CH2:32][C:33]([O:35][CH2:36][CH3:37])=[O:34] |f:0.1|. Reported procedure: A stirred suspension of sodium hydride (0.272 g; 60% w/v dispersion in mineral oil; 6.8 mmol) in tetrahydrofuran (100 mL) at 0° C. under nitrogen is treated, dropwise, with methyl (diethylphosphono)acetate (1.43 g) and stirred for 15 minutes. It is then treated with a solution of ethyl (RS)-4-(5-benzyloxy-2-formylphenoxy)-4-(2-methylphenyl)butanoate (1.96 g) in tetrahydrofuran (5 mL) in one portion, and the reaction mixture is stirred at ambient temperature for 15 minutes. The mixture is treated... The product is N#CCn1c(-c2cc(C(F)(F)F)ccn2)noc1=O. As a reaction SMILES: [Br:19][CH2:20][C:21]#[N:22].[CH3:25][N:26]([CH3:27])[CH:28]=[O:29].[Cl-:23].[F:3][C:4]([c:5]1[cH:6][c:7](-[c:11]2[nH:12][o:13][c:14](=[O:16])[n:15]2)[n:8][cH:9][cH:10]1)([F:17])[F:18].[H-:1].[NH4+:24].[Na+:2]>>[F:3][C:4]([c:5]1[cH:6][c:7](-[c:11]2[n:12][o:13][c:14](=[O:16])[n:15]2[CH2:20][C:21]#[N:22])[n:8][cH:9][cH:10]1)([F:17])[F:18]. Starting materials: N#CCBr, CN(C)C=O, [Cl-], O=c1nc(-c2cc(C(F)(F)F)ccn2)[nH]o1, [H-], [NH4+], [Na+].